The task is: describe an organic reaction: reactants, conditions, products, and yield. This data is from the Open Reaction Database (ORD), a public repository of structured organic reaction records. Starting materials: Brc1cccc2c1COC(NC1CCc3ccccc31)=N2, Cc1ccccc1, OB(O)C1CC1, C1CCC(P(C2CCCCC2)C2CCCCC2)CC1, O, [Pd]. Yields the product c1ccc2c(c1)CCC2NC1=Nc2cccc(C3CC3)c2CO1. Reaction SMILES: [Br:1][c:2]1[cH:3][cH:4][cH:5][c:6]2[c:11]1[CH2:10][O:9][C:8]([NH:12][CH:13]1[CH2:14][CH2:15][c:16]3[cH:17][cH:18][cH:19][cH:20][c:21]31)=[N:7]2.[CH3:48][c:49]1[cH:50][cH:51][cH:52][cH:53][cH:54]1.[CH:22]1([B:25]([OH:26])[OH:27])[CH2:23][CH2:24]1.[CH:28]1([P:29]([CH:30]2[CH2:31][CH2:32][CH2:33][CH2:34][CH2:35]2)[CH:36]2[CH2:37][CH2:38][CH2:39][CH2:40][CH2:41]2)[CH2:42][CH2:43][CH2:44][CH2:45][CH2:46]1.[OH2:47].[Pd:55]>>[c:2]1([CH:22]2[CH2:23][CH2:24]2)[cH:3][cH:4][cH:5][c:6]2[c:11]1[CH2:10][O:9][C:8]([NH:12][CH:13]1[CH2:14][CH2:15][c:16]3[cH:17][cH:18][cH:19][cH:20][c:21]31)=[N:7]2.